Dataset: the Open Reaction Database (ORD), a public repository of structured organic reaction records. Task: describe an organic reaction: reactants, conditions, products, and yield The reactants are N1=CC=C(C=C1)B(O)O (pyridin-4-ylboronic acid), BrC=1C=C(C=O)C=CC1 (3-bromobenzaldehyde), C(=O)([O-])[O-].[Na+].[Na+] (Na2CO3), C1=CC=C(C=C1)P(C2=CC=CC=C2)C3=CC=CC=C3 (PPh3). Reagents/catalysts: CC(=O)[O-].CC(=O)[O-].[Pd+2] (Pd(OAc)2). Run in CC(C)O.O (2-propanol water). Reaction conditions: temperature 80 celsius, time 48 hour. Product: N1=CC=C(C=C1)C=1C=C(C=O)C=CC1 (3-(pyridin-4-yl)benzaldehyde). Isolated yield 67.4%. As a reaction SMILES: [N:1]1[CH:6]=[CH:5][C:4](B(O)O)=[CH:3][CH:2]=1.C([O-])([O-])=O.[Na+].[Na+].C1C=CC(P(C2C=CC=CC=2)C2C=CC=CC=2)=CC=1.Br[C:36]1[CH:37]=[C:38]([CH:41]=[CH:42][CH:43]=1)[CH:39]=[O:40]>CC(O)C.O.CC([O-])=O.CC([O-])=O.[Pd+2]>[N:1]1[CH:6]=[CH:5][C:4]([C:36]2[CH:37]=[C:38]([CH:41]=[CH:42][CH:43]=2)[CH:39]=[O:40])=[CH:3][CH:2]=1 |f:1.2.3,6.7,8.9.10|. Reported procedure: Into a 2 L 3-necked round-bottom flask, purged and maintained with an inert atmosphere of nitrogen, was placed a solution of pyridin-4-ylboronic acid (30 g, 244 mmol, 1 equiv) in 2-propanol/water (800/40 mL), Na2CO3 (77.3 g, 729 mmol, 3 equiv), Pd(OAc)2 (5.46 g, 24.3 mmol, 0.1 equiv), PPh3 (12.75 g, 48.7 mmol, 0.2 equiv) and 3-bromobenzaldehyde (45 g, 243 mmol, 1 equiv). The mixture was stirred for 48 h at 80° C. in an oil bath. Then the solids were filtered out and the filtrate was concentrated... Procedure details: In the manner of Example 5, 2-azacylotridecanone was reacted with o-aminothiophenol to yield 2-(11-aminoundecyl)benzothiazole. The product is NCCCCCCCCCCCC=1SC2=C(N1)C=CC=C2 (2-(11-aminoundecyl)benzothiazole). Reactants: C1(NCCCCCCCCCCC1)=O (2-azacylotridecanone), NC1=C(C=CC=C1)S (o-aminothiophenol). RXN SMILES: [C:1]1(=O)[CH2:13][CH2:12][CH2:11][CH2:10][CH2:9][CH2:8][CH2:7][CH2:6][CH2:5][CH2:4][CH2:3][NH:2]1.[NH2:15][C:16]1[CH:21]=[CH:20][CH:19]=[CH:18][C:17]=1[SH:22]>>[NH2:2][CH2:1][CH2:13][CH2:12][CH2:11][CH2:10][CH2:9][CH2:8][CH2:7][CH2:6][CH2:5][CH2:4][C:3]1[S:22][C:17]2[CH:18]=[CH:19][CH:20]=[CH:21][C:16]=2[N:15]=1. Reactants: O1C(C=CC2=CC=CC=C12)C1=CC=CC=C1 (flav-3-ene). The reagents and catalysts are [C].[Pd] (palladium carbon). The solvent is C(C)(=O)O (acetic acid). Yields the product O1C(CCC2=CC=CC=C12)C1=CC=CC=C1 (flavan). As a reaction SMILES: [O:1]1[C:10]2[C:5](=[CH:6][CH:7]=[CH:8][CH:9]=2)[CH:4]=[CH:3][CH:2]1[C:11]1[CH:16]=[CH:15][CH:14]=[CH:13][CH:12]=1>C(O)(=O)C.[C].[Pd]>[O:1]1[C:10]2[C:5](=[CH:6][CH:7]=[CH:8][CH:9]=2)[CH2:4][CH2:3][CH:2]1[C:11]1[CH:16]=[CH:15][CH:14]=[CH:13][CH:12]=1 |f:2.3|. Procedure details: The flav-3-ene was catalytically hydrogenated in acetic acid (60 ml) using 10% palladium carbon catalyst (150 mg) at room temperature and a atmospheric pressure. 750 ml hydrogen was absorbed over 3 hr. The reaction mixture was filtered, diluted with water, extracted with toluene, and the evaporated extract chromatographed on neutral alumina, eluting with toluene. The product was recrystallised from ethanol yielding flavan (2.75 g) m.pt. 43°-44° C. Isolated yield 81.8%. Solvent: C(C)N(CC)CC (triethylamine), CN(C=O)C (N,N-dimethylformamide). Reported procedure: To a mixture of 5-{[cyclohexyl(5-fluoro-3-methyl-1-benzofuran-2-yl)methyl]amino}pyridine-2-carboxylic acid (300 mg) synthesized in Example A55(2), ethyl 3-(methylamino)propanoate (155 mg), 1-hydroxybenzotriazole monohydrate (181 mg), triethylamine (328 μL) and N,N-dimethylformamide (10 mL) was added 1-ethyl-3-(3-dimethylaminopropyl)carbodiimide hydrochloride (226 mg), and the mixture was stirred at room temperature. Saturated aqueous ammonium chloride solution was added to quench the reaction, a... Product: C1(CCCCC1)C(C=1OC2=C(C1C)C=C(C=C2)F)NC=2C=CC(=NC2)C(=O)N(CCC(=O)OCC)C (ethyl 3-{[(5-{[cyclohexyl(5-fluoro-3-methyl-1-benzofuran-2-yl)methyl]amino}pyridin-2-yl)carbonyl](methyl)amino}propanoate). The reactants are [Cl-].[NH4+] (ammonium chloride), C1(CCCCC1)C(C=1OC2=C(C1C)C=C(C=C2)F)NC=2C=CC(=NC2)C(=O)O (5-{[cyclohexyl(5-fluoro-3-methyl-1-benzofuran-2-yl)methyl]amino}pyridine-2-carboxylic acid), Cl.C(C)N=C=NCCCN(C)C (1-ethyl-3-(3-dimethylaminopropyl)carbodiimide hydrochloride), CNCCC(=O)OCC (ethyl 3-(methylamino)propanoate), O.ON1N=NC2=C1C=CC=C2 (1-hydroxybenzotriazole monohydrate). RXN SMILES: C1([CH:7]([NH:19][C:20]2[CH:21]=[CH:22][C:23]([C:26]([OH:28])=O)=[N:24][CH:25]=2)[C:8]2[O:9][C:10]3[CH:17]=[CH:16][C:15]([F:18])=[CH:14][C:11]=3[C:12]=2[CH3:13])CCCCC1.[CH3:29][NH:30][CH2:31][CH2:32][C:33]([O:35][CH2:36][CH3:37])=[O:34].O.ON1[C:44]2[CH:45]=[CH:46][CH:47]=[CH:48][C:43]=2N=N1.Cl.C(N=C=NCCCN(C)C)C.[Cl-].[NH4+]>CN(C)C=O.C(N(CC)CC)C>[CH:43]1([CH:7]([NH:19][C:20]2[CH:21]=[CH:22][C:23]([C:26]([N:30]([CH3:29])[CH2:31][CH2:32][C:33]([O:35][CH2:36][CH3:37])=[O:34])=[O:28])=[N:24][CH:25]=2)[C:8]2[O:9][C:10]3[CH:17]=[CH:16][C:15]([F:18])=[CH:14][C:11]=3[C:12]=2[CH3:13])[CH2:48][CH2:47][CH2:46][CH2:45][CH2:44]1 |f:2.3,4.5,6.7|. Starting materials: CC(C)(C)OC(=O)N1CCC(O)C1, CC(C)(C)OC(=O)N1CCC(O)C1, BrC(Br)(Br)Br, ClCCl, c1ccc(P(c2ccccc2)c2ccccc2)cc1. The product is CC(C)(C)OC(=O)N1CCC(Br)C1. As a reaction SMILES: [C:14]([O:15][C:16]([N:17]1[CH2:18][CH2:19][CH:20]([OH:21])[CH2:22]1)=[O:23])([CH3:24])([CH3:25])[CH3:26].[C:1]([CH3:2])([CH3:3])([CH3:4])[O:5][C:6](=[O:7])[N:8]1[CH2:9][CH:10]([OH:13])[CH2:11][CH2:12]1.[C:27]([Br:28])([Br:29])([Br:30])[Br:31].[Cl:51][CH2:52][Cl:53].[c:32]1([P:33]([c:34]2[cH:35][cH:36][cH:37][cH:38][cH:39]2)[c:40]2[cH:41][cH:42][cH:43][cH:44][cH:45]2)[cH:46][cH:47][cH:48][cH:49][cH:50]1>>[C:1]([CH3:2])([CH3:3])([CH3:4])[O:5][C:6](=[O:7])[N:8]1[CH2:9][CH:10]([Br:28])[CH2:11][CH2:12]1.